Dataset: the Open Reaction Database (ORD), a public repository of structured organic reaction records. Task: describe an organic reaction: reactants, conditions, products, and yield Reactants: Cc1ccccc1, COC(=O)C([N+]#N)c1ccc(Cl)cc1OC. The product is COC(=O)C1COc2cc(Cl)ccc21. Reaction SMILES: [CH3:17][c:18]1[cH:19][cH:20][cH:21][cH:22][cH:23]1.[Cl:1][c:2]1[cH:3][c:4]([O:15][CH3:16])[c:5]([CH:8]([C:9](=[O:10])[O:11][CH3:12])[N+:13]#[N:14])[cH:6][cH:7]1>>[Cl:1][c:2]1[cH:3][c:4]2[c:5]([cH:6][cH:7]1)[CH:8]([C:9](=[O:10])[O:11][CH3:12])[CH2:16][O:15]2.